This data is from the Open Reaction Database (ORD), a public repository of structured organic reaction records. The task is: describe an organic reaction: reactants, conditions, products, and yield The reactants are CC(C)(C)c1cc(C(=O)Cl)cc(C(C)(C)C)c1O, COCCOC, Nc1ccc(C(=O)O)cc1. Product: CC(C)(C)c1cc(C(=O)Nc2ccc(C(=O)O)cc2)cc(C(C)(C)C)c1O. As a reaction SMILES: [C:11]([CH3:12])([CH3:13])([CH3:14])[c:15]1[cH:16][c:17]([C:18](=[O:19])[Cl:20])[cH:21][c:22]([C:25]([CH3:26])([CH3:27])[CH3:28])[c:23]1[OH:24].[CH3:29][O:30][CH2:31][CH2:32][O:33][CH3:34].[NH2:1][c:2]1[cH:3][cH:4][c:5]([C:6](=[O:7])[OH:8])[cH:9][cH:10]1>>[NH:1]([c:2]1[cH:3][cH:4][c:5]([C:6](=[O:7])[OH:8])[cH:9][cH:10]1)[C:18]([c:17]1[cH:16][c:15]([C:11]([CH3:12])([CH3:13])[CH3:14])[c:23]([OH:24])[c:22]([C:25]([CH3:26])([CH3:27])[CH3:28])[cH:21]1)=[O:19]. Reactants: CCOC(=O)C=[N+]=[N-], O=C(Cl)C(=O)Cl, ClC(Cl)Cl, CN(C)C=O. The product is CCOC(=O)C(C=O)=[N+]=[N-]. As a reaction SMILES: [CH2:12]([CH3:13])[O:14][C:15]([CH:16]=[N+:17]=[N-:18])=[O:19].[Cl:1][C:2](=[O:3])[C:4]([Cl:5])=[O:6].[Cl:20][CH:21]([Cl:22])[Cl:23].[O:7]=[CH:8][N:9]([CH3:10])[CH3:11]>>[CH:2](=[O:3])[C:16]([C:15]([O:14][CH2:12][CH3:13])=[O:19])=[N+:17]=[N-:18]. Reactants: N1(CCCCC1)CC1=CC(=NC=C1)OC\C=C/CN (4-(4-piperidinomethyl-2-pyridyloxy) -cis-2-butenylamine), O1C(=CC=C1)C(=O)O (2-furancarboxylic acid). Product: N1(CCCCC1)CC1=CC(=NC=C1)OC\C=C/CNC(=O)C=1OC=CC1 (N-[4-(4-Piperidinomethyl-2-pyridyloxy)-cis-2-butenyl]furan-2-carboxamide). Isolated yield 82.0%. As a reaction SMILES: [N:1]1([CH2:7][C:8]2[CH:13]=[CH:12][N:11]=[C:10]([O:14][CH2:15]/[CH:16]=[CH:17]\[CH2:18][NH2:19])[CH:9]=2)[CH2:6][CH2:5][CH2:4][CH2:3][CH2:2]1.[O:20]1[CH:24]=[CH:23][CH:22]=[C:21]1[C:25](O)=[O:26]>>[N:1]1([CH2:7][C:8]2[CH:13]=[CH:12][N:11]=[C:10]([O:14][CH2:15]/[CH:16]=[CH:17]\[CH2:18][NH:19][C:25]([C:21]3[O:20][CH:24]=[CH:23][CH:22]=3)=[O:26])[CH:9]=2)[CH2:6][CH2:5][CH2:4][CH2:3][CH2:2]1. Procedure: Following a procedure similar to that described in Example 13, but using 4-(4-piperidinomethyl-2-pyridyloxy) -cis-2-butenylamine and 2-furancarboxylic acid as starting materials, in relative proportions similar to those used in that Example, the title compound was obtained as an oil in an 82% yield. The reactants are CCCC(C(=O)O)N(Cc1ccccc1)Cc1ccccc1, CCN=C=NCCCN(C)C, CN1CCOCC1, CNOC, ClCCl, Cl, Cl, O, On1nnc2ccccc21. Yields the product CCCC(C(=O)N(C)OC)N(Cc1ccccc1)Cc1ccccc1. Reaction SMILES: [CH2:1]([c:2]1[cH:3][cH:4][cH:5][cH:6][cH:7]1)[N:8]([CH:9]([C:10](=[O:11])[OH:12])[CH2:13][CH2:14][CH3:15])[CH2:16][c:17]1[cH:18][cH:19][cH:20][cH:21][cH:22]1.[CH2:34]([N:35]=[C:36]=[N:37][CH2:38][CH2:39][CH2:40][N:41]([CH3:42])[CH3:43])[CH3:44].[CH3:45][N:46]1[CH2:47][CH2:48][O:49][CH2:50][CH2:51]1.[CH3:53][NH:54][O:55][CH3:56].[Cl:57][CH2:58][Cl:59].[ClH:33].[ClH:52].[OH2:60].[OH:23][n:24]1[c:25]2[cH:26][cH:27][cH:28][cH:29][c:30]2[n:31][n:32]1>>[CH2:1]([c:2]1[cH:3][cH:4][cH:5][cH:6][cH:7]1)[N:8]([CH:9]([C:10](=[O:11])[N:54]([CH3:53])[O:55][CH3:56])[CH2:13][CH2:14][CH3:15])[CH2:16][c:17]1[cH:18][cH:19][cH:20][cH:21][cH:22]1. The reactants are CC=1NC2=C(C=CC=C2C1C)C(=O)O (2,3-dimethylindole-7-carboxylic acid), CN1C(=NC=C1C=1C=C(N)C=CC1)C (3-(1,2-dimethylimidazol-5-yl)aniline), Cl.C(C)N=C=NCCCN(C)C (1-ethyl-3-(3-dimethylaminopropyl)carbodiimide hydrochloride). Reagents/catalysts: CN(C1=CC=NC=C1)C (4-dimethylaminopyridine). The solvent is ClCCl (dichloromethane), ClCCl (dichloromethane). Conditions: time 18 hour. Yields the product CN1C(=NC=C1C=1C=C(C=CC1)NC(=O)C=1C=CC=C2C(=C(NC12)C)C)C (N-[3-(1,2-dimethyl-1H-imidazol-5-yl)-phenyl]-2,3-dimethyl-lH-indole-7-carboxamide). The yield is 40.6%. As a reaction SMILES: [CH3:1][C:2]1[NH:3][C:4]2[C:9]([C:10]=1[CH3:11])=[CH:8][CH:7]=[CH:6][C:5]=2[C:12]([OH:14])=O.[CH3:15][N:16]1[C:20]([C:21]2[CH:22]=[C:23]([CH:25]=[CH:26][CH:27]=2)[NH2:24])=[CH:19][N:18]=[C:17]1[CH3:28].Cl.C(N=C=NCCCN(C)C)C>ClCCl.CN(C)C1C=CN=CC=1>[CH3:15][N:16]1[C:20]([C:21]2[CH:22]=[C:23]([NH:24][C:12]([C:5]3[CH:6]=[CH:7][CH:8]=[C:9]4[C:4]=3[NH:3][C:2]([CH3:1])=[C:10]4[CH3:11])=[O:14])[CH:25]=[CH:26][CH:27]=2)=[CH:19][N:18]=[C:17]1[CH3:28] |f:2.3|. Procedure details: To a suspension of 2,3-dimethylindole-7-carboxylic acid (95 mg) and 3-(1,2-dimethylimidazol-5-yl)aniline (94 mg) in dichloromethane (3 ml) were added 1-ethyl-3-(3-dimethylaminopropyl)carbodiimide hydrochloride (144 mg) and 4-dimethylaminopyridine (30 mg). The mixture was stirred at ambient temperature for 18 hours and diluted with dichloromethane. The solution was washed with water and brine, dried over magnesium sulfate and evaporated under reduced pressure. The residue was purified by a silica... Starting materials: [H][H] (hydrogen), ON=C1C(C(C1)C(=O)OC)(C)C (methyl 3-(hydroxyimino)-2,2-dimethylcyclobutanecarboxylate), [OH-].[NH4+] (ammonium hydroxide). Reagents/catalysts: [Ni] (Raney nickel). The solvent is CO (MeOH). Yields the product NC1C(C(C1)C(=O)OC)(C)C (methyl 3-amino-2,2-dimethylcyclobutanecarboxylate). Isolated yield 82.3%. As a reaction SMILES: O[N:2]=[C:3]1[CH2:6][CH:5]([C:7]([O:9][CH3:10])=[O:8])[C:4]1([CH3:12])[CH3:11].[OH-].[NH4+].[H][H]>CO.[Ni]>[NH2:2][CH:3]1[CH2:6][CH:5]([C:7]([O:9][CH3:10])=[O:8])[C:4]1([CH3:12])[CH3:11] |f:1.2|. Reported procedure: To a solution of methyl 3-(hydroxyimino)-2,2-dimethylcyclobutanecarboxylate (1.0 equiv.) in MeOH (0.4 M) was added ammonium hydroxide (0.2 M) and Raney nickel (20 wt percent). The mixture was stirred at 50° C. under 50 psi hydrogen atmospheres for about 6 h. After completion of the reaction, the mixture was filtered through celite. The filtrate was concentrated in vacuo to give the crude title compound methyl 3-amino-2,2-dimethylcyclobutanecarboxylate (82.3% yield) as green liquid. The product w... Reactants: [BH4-].[Na+] (sodium borohydride), COC=1C=C(CN2C(CC(C2)C(=O)OCC)=O)C=CC1OC (1-(3,4-dimethoxybenzyl)-4-ethoxycarbonyl-pyrrolidin-2-one), [BH4-] (borohydride), C(C)(=O)O (acetic acid). Solvent: O (water), CO (methanol). Conditions: time 20 minute. Yields the product COC=1C=C(CN2C(CC(C2)CO)=O)C=CC1OC (1-(3,4-Dimethoxybenzyl)-4-hydroxymethyl-pyrrolidin-2-one). RXN SMILES: [CH3:1][O:2][C:3]1[CH:4]=[C:5]([CH:18]=[CH:19][C:20]=1[O:21][CH3:22])[CH2:6][N:7]1[CH2:11][CH:10]([C:12](OCC)=[O:13])[CH2:9][C:8]1=[O:17].[BH4-].[Na+].[BH4-].C(O)(=O)C>CO.O>[CH3:1][O:2][C:3]1[CH:4]=[C:5]([CH:18]=[CH:19][C:20]=1[O:21][CH3:22])[CH2:6][N:7]1[CH2:11][CH:10]([CH2:12][OH:13])[CH2:9][C:8]1=[O:17] |f:1.2|. Reported procedure: 8.0 g of 1-(3,4-dimethoxybenzyl)-4-ethoxycarbonyl-pyrrolidin-2-one were dissolved in 100 ml of methanol. Over a period of 20 minutes, at 0°-10° C., a solution of 2.8 g of sodium borohydride in 30 ml of water was added dropwise, while mechanically stirring, and the mixture was stirred for 5 hours more at 0°-10° C. The excess borohydride was then carefully decomposed by the addition of glacial acetic acid up to a pH of 5 and until the development of gas had ceased, and the methanol was distilled o... The reactants are ice, Cl.ClCC1=NC2=CC=CC=C2C=C1 (2-(chloromethyl)-quinoline hydrochloride), C(C)(=O)NC1=CC=C(C=C1)O (4-acetamidophenol), C([O-])([O-])=O.[K+].[K+] (potassium carbonate). The solvent is CN(C)C=O (DMF). Yields the product C(C)(=O)NC1=CC=C(C=C1)OCC1=NC2=CC=CC=C2C=C1 (N-Acetyl-4-(quinolin-2-ylmethoxy)aniline). Reaction SMILES: Cl.Cl[CH2:3][C:4]1[CH:13]=[CH:12][C:11]2[C:6](=[CH:7][CH:8]=[CH:9][CH:10]=2)[N:5]=1.[C:14]([NH:17][C:18]1[CH:23]=[CH:22][C:21]([OH:24])=[CH:20][CH:19]=1)(=[O:16])[CH3:15].C(=O)([O-])[O-].[K+].[K+]>CN(C=O)C>[C:14]([NH:17][C:18]1[CH:23]=[CH:22][C:21]([O:24][CH2:3][C:4]2[CH:13]=[CH:12][C:11]3[C:6](=[CH:7][CH:8]=[CH:9][CH:10]=3)[N:5]=2)=[CH:20][CH:19]=1)(=[O:16])[CH3:15] |f:0.1,3.4.5|. Procedure details: A mixture containing 2-(chloromethyl)-quinoline hydrochloride (100.0 g), 4-acetamidophenol (70.69 g) and milled anhydrous potassium carbonate (194 g) was stirred in DMF (1.2 L) using a mechanical stirrer for 48 hours. The mixture was carefully poured onto ice/water (3 L) with vigourous stirring. After the ice had melted, the solid was filtered and rinsed thoroughly with water. It was recrystallized from 95% ethanol and filtered to give the title compound in three crops. Starting materials: N1CC2(CCC1)C1CCC(C2)CC1 (spiro[bicyclo [2.2.2]octane-2,3'-piperidine]), ClCCC(=O)Cl (3-chloropropionyl chloride), C(C)(=O)[O-].[Na+] (sodium acetate). Solvent: O (water), CC(=O)C (acetone), O (water). Yields the product ClCCC(=O)N1CC2(CCC1)C1CCC(C2)CC1 (1'-(3-chloropropionyl)-spiro[bicyclo[2.2.2]octane-2,3'-piperidine]). Reaction SMILES: [NH:1]1[CH2:6][CH2:5][CH2:4][C:3]2([CH2:11][CH:10]3[CH2:12][CH2:13][CH:7]2[CH2:8][CH2:9]3)[CH2:2]1.C([O-])(=O)C.[Na+].[Cl:19][CH2:20][CH2:21][C:22](Cl)=[O:23]>CC(C)=O.O>[Cl:19][CH2:20][CH2:21][C:22]([N:1]1[CH2:6][CH2:5][CH2:4][C:3]2([CH2:11][CH:10]3[CH2:12][CH2:13][CH:7]2[CH2:8][CH2:9]3)[CH2:2]1)=[O:23] |f:1.2|. Procedure details: An amount of 2.0 g (0.0112 mole) of spiro[bicyclo [2.2.2]octane-2,3'-piperidine] is added, with ice cooling and with stirring, to a suspension of 2.4 g of sodium acetate in 30 ml of acetone and 10 ml of water; there is then added dropwise to the formed mixture at 0°-5° 1.8 g (0.014 mole) of 3-chloropropionyl chloride. An addition is subsequently made to the mixture, at 0°-5°, of 70 ml of water, whereupon the reaction product precipitates in liquid form. The mixture is extracted three times with ... Reported procedure: A solution of 5-chloro-2-(3-pyrrolidinyloxy) pyridine (100 μL, 0.2M/DMSO), N-[2-(2-oxiranylmethoxy)phenyl]benzamide (100 μL, 0.2 M/DMSO) was refluxed for 3 h. RXN SMILES: [Cl:1][C:2]1[CH:3]=[CH:4][C:5]([O:8][CH:9]2[CH2:13][CH2:12][NH:11][CH2:10]2)=[N:6][CH:7]=1.[O:14]1[CH2:16][CH:15]1[CH2:17][O:18][C:19]1[CH:24]=[CH:23][CH:22]=[CH:21][C:20]=1[NH:25][C:26](=[O:33])[C:27]1[CH:32]=[CH:31][CH:30]=[CH:29][CH:28]=1>>[Cl:1][C:2]1[CH:3]=[CH:4][C:5]([O:8][CH:9]2[CH2:13][CH2:12][N:11]([CH2:16][CH:15]([OH:14])[CH2:17][O:18][C:19]3[CH:24]=[CH:23][CH:22]=[CH:21][C:20]=3[NH:25][C:26](=[O:33])[C:27]3[CH:32]=[CH:31][CH:30]=[CH:29][CH:28]=3)[CH2:10]2)=[N:6][CH:7]=1. Reactants: ClC=1C=CC(=NC1)OC1CNCC1 (5-chloro-2-(3-pyrrolidinyloxy) pyridine), O1C(C1)COC1=C(C=CC=C1)NC(C1=CC=CC=C1)=O (N-[2-(2-oxiranylmethoxy)phenyl]benzamide). Product: ClC=1C=CC(=NC1)OC1CN(CC1)CC(COC1=C(C=CC=C1)NC(C1=CC=CC=C1)=O)O (N-[2-(3-(3-[(5-Chloro-2-pyridinyl)oxy]-1-pyrrolidinyl)-2-hydroxypropoxy) phenyl]benzamide).